Dataset: the Open Reaction Database (ORD), a public repository of structured organic reaction records. Task: describe an organic reaction: reactants, conditions, products, and yield The reactants are CC1=NCCC2=C1C=CS2 (4-methyl-6, 7-dihydrothieno[3, 2-c]pyridine). Reagents/catalysts: [C].[Pd] (palladium carbon). Solvent: C=1(C(=CC=CC1)C)C (xylene). The product is CC1=NC=CC2=C1C=CS2 (4-methylthieno[3, 2-c]pyridine). RXN SMILES: [CH3:1][C:2]1[C:7]2[CH:8]=[CH:9][S:10][C:6]=2[CH2:5][CH2:4][N:3]=1>[C].[Pd].C1(C)C(C)=CC=CC=1>[CH3:1][C:2]1[C:7]2[CH:8]=[CH:9][S:10][C:6]=2[CH:5]=[CH:4][N:3]=1 |f:1.2|. Reported procedure: To 4.43 g (0.0293 mol) of 4-methyl-6, 7-dihydrothieno[3, 2-c]pyridine (g-1) were added 244 ml of dry xylene and 3.42 g of 10% palladium carbon, and the mixture was refluxed for 34 hr. After being cooled down to room temperature, the solution was filtered. The filtrate was concentrated under reduced pressure and subjected to silica gel column chromatography, eluting with AcOEt - MeOH, whereby 1.47 g (Yield : 33.6%) of the objective product, 4-methylthieno[3, 2-c]pyridine (j-1) was obtained as bro... Starting materials: NC1=C(C=C(C(=O)C([C@@H](O)[C@@H](O)[C@H](O)[C@H](O)CO)O)C=C1CN(CC)C1CCCCC1)Br (1-[4-amino-3-bromo-5-(N-ethyl-cyclohexylaminomethyl)-benzoyl]-D-mannitol), ClC1=C(C(=CC=C1)Cl)NC1=C(C=CC=C1)CC(=O)O (2-[(2,6-dichlorophenyl)-amino]-phenyl-acetic acid). Yields the product ClC1=C(C(=CC=C1)Cl)NC1=C(C=CC=C1)CC(=O)C([C@@H](O)[C@@H](O)[C@H](O)[C@H](O)C(O)C(C1=CC(=C(C(=C1)CN(CC)C1CCCCC1)N)Br)=O)O (1-{2-[(2,6-Dichlorophenyl)-amino]-phenylacetyl}-6-[4-amino-3-bromo-5-(N-ethyl-cyclohexylaminomethyl)-benzoyl]-D-mannitol). RXN SMILES: [NH2:1][C:2]1[C:21]([CH2:22][N:23]([CH:26]2[CH2:31][CH2:30][CH2:29][CH2:28][CH2:27]2)[CH2:24][CH3:25])=[CH:20][C:5]([C:6]([CH:8]([OH:19])[C@H:9]([C@H:11]([C@@H:13]([C@@H:15]([CH2:17][OH:18])[OH:16])[OH:14])[OH:12])[OH:10])=[O:7])=[CH:4][C:3]=1[Br:32].[Cl:33][C:34]1[CH:39]=[CH:38][CH:37]=[C:36]([Cl:40])[C:35]=1[NH:41][C:42]1[CH:47]=[CH:46][CH:45]=[CH:44][C:43]=1[CH2:48][C:49](O)=[O:50]>>[Cl:33][C:34]1[CH:39]=[CH:38][CH:37]=[C:36]([Cl:40])[C:35]=1[NH:41][C:42]1[CH:47]=[CH:46][CH:45]=[CH:44][C:43]=1[CH2:48][C:49]([CH:17]([OH:18])[C@H:15]([C@H:13]([C@@H:11]([C@@H:9]([CH:8]([C:6](=[O:7])[C:5]1[CH:20]=[C:21]([CH2:22][N:23]([CH:26]2[CH2:27][CH2:28][CH2:29][CH2:30][CH2:31]2)[CH2:24][CH3:25])[C:2]([NH2:1])=[C:3]([Br:32])[CH:4]=1)[OH:19])[OH:10])[OH:12])[OH:14])[OH:16])=[O:50]. Procedure details: This compound was prepared from 1-[4-amino-3-bromo-5-(N-ethyl-cyclohexylaminomethyl)-benzoyl]-D-mannitol and 2-[(2,6-dichlorophenyl)-amino]-phenyl-acetic acid analogous to Example 4. Amorphous powder.